From a dataset of the Open Reaction Database (ORD), a public repository of structured organic reaction records. describe an organic reaction: reactants, conditions, products, and yield Starting materials: Cl (hydrochloric acid), BrC=1C=C2C3(N=C(OC3)N(C(=O)OC(C)(C)C)C(=O)OC(C)(C)C)C3(COC3)C(OC2=CC1)(C)C (di-tert-butyl (6′-bromo-2′,2′-dimethyldispiro[1,3-oxazole-4,4′-chromene-3′,3″-oxetan]-2-yl)imidodicarbonate), F[B-](F)(F)F.C(C)(C)(C)[PH+](C(C)(C)C)C(C)(C)C (tri-tert-butylphosphonium tetrafluoroborate), C[Si](C)(C)[N-][Si](C)(C)C.[Li+] (lithium bis(trimethylsilyl)amide). Reagents/catalysts: C=1C=CC(=CC1)/C=C/C(=O)/C=C/C2=CC=CC=C2.C=1C=CC(=CC1)/C=C/C(=O)/C=C/C2=CC=CC=C2.[Pd] (bis(dibenzylideneacetone)palladium). Solvent: CO (MeOH). Run at temperature 100 celsius, time 1 hour. Yields the product NC=1C=C2C3(N=C(OC3)NC(OC(C)(C)C)=O)C3(COC3)C(OC2=CC1)(C)C (tert-butyl (6′-amino-2′,2′-dimethyldispiro[1,3-oxazole-4,4′-chromene-3′,3″-oxetan]-2-yl)carbamate). The yield is 87.4%. Reaction SMILES: Br[C:2]1[CH:3]=[C:4]2[C:31](=[CH:32][CH:33]=1)[O:30][C:29]([CH3:35])([CH3:34])[C:25]1([CH2:28][O:27][CH2:26]1)[C:5]12[CH2:9][O:8][C:7]([N:10]([C:18]([O:20][C:21]([CH3:24])([CH3:23])[CH3:22])=[O:19])C(OC(C)(C)C)=O)=[N:6]1.F[B-](F)(F)F.C([PH+](C(C)(C)C)C(C)(C)C)(C)(C)C.C[Si]([N-:58][Si](C)(C)C)(C)C.[Li+].Cl>C1C=CC(/C=C/C(/C=C/C2C=CC=CC=2)=O)=CC=1.C1C=CC(/C=C/C(/C=C/C2C=CC=CC=2)=O)=CC=1.[Pd].CO>[NH2:58][C:2]1[CH:3]=[C:4]2[C:31](=[CH:32][CH:33]=1)[O:30][C:29]([CH3:34])([CH3:35])[C:25]1([CH2:28][O:27][CH2:26]1)[C:5]12[CH2:9][O:8][C:7]([NH:10][C:18](=[O:19])[O:20][C:21]([CH3:24])([CH3:23])[CH3:22])=[N:6]1 |f:1.2,3.4,6.7.8|. Procedure details: Under argon atmosphere, to a mixture of di-tert-butyl (6′-bromo-2′,2′-dimethyldispiro[1,3-oxazole-4,4′-chromene-3′,3″-oxetan]-2-yl)imidodicarbonate (1.00 g, 1.81 mmol), bis(dibenzylideneacetone)palladium (0) (104 mg, 0.181 mmol) and tri-tert-butylphosphonium tetrafluoroborate (53.5 mg, 0.181 mmol) was added lithium bis(trimethylsilyl)amide (1.0 M in toluene, 9.03 mL, 9.03 mmol) at ambient temperature. After stirring for 1 hour at 100° C., the reaction mixture was cooled down to ambient temperatu... The reactants are C(C)(C)NC(C)C (diisopropylamine), C(CCC)[Li] (n-butyllithium), BrC(C(F)(F)Br)(F)F (1,2-dibromo-1,1,2,2-tetrafluoroethane), ClC1=C2C(=NC=C1)C=CS2 (7-chloro-thieno[3,2-b]pyridine). Run in O1CCCC1 (tetrahydrofuran), CCCCCC (hexane), O (water). Reaction conditions: temperature 0 celsius, time 10 minute. The product is BrC1=CC2=NC=CC(=C2S1)Cl (2-bromo-7-chloro-thieno[3,2-b]pyridine). Yield: 74.2%. Reaction SMILES: C(NC(C)C)(C)C.C([Li])CCC.[Cl:13][C:14]1[CH:19]=[CH:18][N:17]=[C:16]2[CH:20]=[CH:21][S:22][C:15]=12.[Br:23]C(F)(F)C(Br)(F)F>CCCCCC.O.O1CCCC1>[Br:23][C:21]1[S:22][C:15]2[C:16](=[N:17][CH:18]=[CH:19][C:14]=2[Cl:13])[CH:20]=1. Procedure: A solution of 90 mL of tetrahydrofuran and diisopropylamine (4.6 mL, 32.9 mmol) were cooled to −78° C. and n-butyllithium (12.2 mL, 30.3 mmol) in hexane was added dropwise. The solution was heated to 0 ° C. for 10 minutes, recooled to −78° C., and 7-chloro-thieno[3,2-b]pyridine (4.29 g, 25.2 mmol) was added. The anion was stirred 10 minutes and 1,2-dibromo-1,1,2,2-tetrafluoroethane (3.3 mL, 27.8 mmol) was added. The solution was stirred an additional 20 minutes then allowed to warm to room tempe... Starting materials: C(C)(C)(C)OC(NCC(NC1=NC=CC(=C1)C(=O)C1=NC=C(C=C1NS(=O)(=O)C1=CC(=C(C=C1)C)C(F)(F)F)Cl)=O)=O (({4-[5-chloro-3-(4-methyl-3-trifluoromethyl-benzenesulfonylamino)-pyridine-2-carbonyl]-pyridin-2-ylcarbamoyl}-methyl)-carbamic acid tert-butyl ester), C(=O)(C(F)(F)F)O (TFA). The solvent is C(Cl)Cl (CH2Cl2). Reaction conditions: time 3 hour. The product is NCC(=O)NC1=NC=CC(=C1)C(=O)C1=NC=C(C=C1NS(=O)(=O)C1=CC(=C(C=C1)C)C(F)(F)F)Cl (2-amino-N-{4-[5-chloro-3-(4-methyl-3-trifluoromethyl-benzenesulfonylamino)-pyridine-2-carbonyl]-pyridin-2-yl}-acetamide). As a reaction SMILES: C(OC(=O)[NH:7][CH2:8][C:9](=[O:41])[NH:10][C:11]1[CH:16]=[C:15]([C:17]([C:19]2[C:24]([NH:25][S:26]([C:29]3[CH:34]=[CH:33][C:32]([CH3:35])=[C:31]([C:36]([F:39])([F:38])[F:37])[CH:30]=3)(=[O:28])=[O:27])=[CH:23][C:22]([Cl:40])=[CH:21][N:20]=2)=[O:18])[CH:14]=[CH:13][N:12]=1)(C)(C)C.C(O)(C(F)(F)F)=O>C(Cl)Cl>[NH2:7][CH2:8][C:9]([NH:10][C:11]1[CH:16]=[C:15]([C:17]([C:19]2[C:24]([NH:25][S:26]([C:29]3[CH:34]=[CH:33][C:32]([CH3:35])=[C:31]([C:36]([F:37])([F:39])[F:38])[CH:30]=3)(=[O:28])=[O:27])=[CH:23][C:22]([Cl:40])=[CH:21][N:20]=2)=[O:18])[CH:14]=[CH:13][N:12]=1)=[O:41]. Reported procedure: A solution of ({4-[5-chloro-3-(4-methyl-3-trifluoromethyl-benzenesulfonylamino)-pyridine-2-carbonyl]-pyridin-2-ylcarbamoyl}-methyl)-carbamic acid tert-butyl ester (45 mg) in CH2Cl2 was added TFA (200 μL). The resulting mixture was stirred at room temperature for 3 h, concentrated under reduced pressure and the residue was re-dissolved in MeCN and purified by HPLC to provide 2-amino-N-{4-[5-chloro-3-(4-methyl-3-trifluoromethyl-benzenesulfonylamino)-pyridine-2-carbonyl]-pyridin-2-yl}-acetamide. 1H... The reactants are FC(COC1=C(C=C(C=N1)C(C)=O)OC)F (1-(6-(2,2-difluoroethoxy)-5-methoxypyridin-3-yl)ethanone), CC(C)(C)[S@@](=O)N ((R)-2-methylpropane-2-sulfinamide), Amine-1. Product: FC(COC1=C(C=C(C=N1)C(C)N[S@](=O)C(C)(C)C)OC)F ((R)—N-(1-(6-(2,2-difluoroethoxy)-5-methoxypyridin-3-yl)ethyl)-2-methylpropane-2-sulfinamide). The yield is 77.0%. RXN SMILES: [F:1][CH:2]([F:16])[CH2:3][O:4][C:5]1[N:10]=[CH:9][C:8]([C:11](=O)[CH3:12])=[CH:7][C:6]=1[O:14][CH3:15].[CH3:17][C:18]([S@:21]([NH2:23])=[O:22])([CH3:20])[CH3:19]>>[F:1][CH:2]([F:16])[CH2:3][O:4][C:5]1[N:10]=[CH:9][C:8]([CH:11]([NH:23][S@@:21]([C:18]([CH3:20])([CH3:19])[CH3:17])=[O:22])[CH3:12])=[CH:7][C:6]=1[O:14][CH3:15]. Reported procedure: The title compound is prepared in 77% yield (1.05 g, a white solid) from 1-(6-(2,2-difluoroethoxy)-5-methoxypyridin-3-yl)ethanone (0.94 g, 4.04 mmol, Step-1) and (R)-2-methylpropane-2-sulfinamide by the similar manner in Step-4 of Amine-1.